From a dataset of the Open Reaction Database (ORD), a public repository of structured organic reaction records. describe an organic reaction: reactants, conditions, products, and yield Starting materials: C1(=CC=CC=C1)NNC(=S)N (1-phenylthiosemicarbazide), BrCC(=O)C1=CC=2C3=C(C(NC2C=C1)=O)NC=C3.C(C)C(=O)[O-] (8-(2-bromo-acetyl)-4-oxo-4,5-dihydro-3H-pyrrolo[2,3-c]quinoline 1-ethyl carboxylate). Run in C(C)O (ethanol). Run at temperature 90 celsius, time 6 hour. Product: O=C1NC=2C=CC(=CC2C2=C1NC=C2)C=2N=C(SC2)NNC2=CC=CC=C2.C(C)C(=O)[O-] (4-oxo-8-[2-(N′-phenyl-hydrazino)-thiazol-4-yl]-4,5-dihydro-3H-pyrrolo[2,3-c]quinoline 1-ethyl carboxylate). Isolated yield 42.1%. RXN SMILES: [C:1]1([NH:7][NH:8][C:9]([NH2:11])=[S:10])[CH:6]=[CH:5][CH:4]=[CH:3][CH:2]=1.Br[CH2:13][C:14]([C:16]1[CH:25]=[CH:24][C:23]2[NH:22][C:21](=[O:26])[C:20]3[NH:27][CH:28]=[CH:29][C:19]=3[C:18]=2[CH:17]=1)=O.[CH2:30]([C:32]([O-:34])=[O:33])[CH3:31]>C(O)C>[O:26]=[C:21]1[C:20]2[NH:27][CH:28]=[CH:29][C:19]=2[C:18]2[CH:17]=[C:16]([C:14]3[N:11]=[C:9]([NH:8][NH:7][C:1]4[CH:2]=[CH:3][CH:4]=[CH:5][CH:6]=4)[S:10][CH:13]=3)[CH:25]=[CH:24][C:23]=2[NH:22]1.[CH2:30]([C:32]([O-:34])=[O:33])[CH3:31] |f:1.2,4.5|. Reported procedure: 66 mg (1.2 mmol) of 1-phenylthiosemicarbazide is added to a suspension of 124 mg (0.33 mmol) of 8-(2-bromo-acetyl)-4-oxo-4,5-dihydro-3H-pyrrolo[2,3-c]quinoline-1-ethyl carboxylate in 3.5 mL of ethanol. The mixture is stirred at 90° C. for 6 hours then the mixture is cooled to room temperature. The solvent is evaporated, then the product is purified by preparative LCMS. After drying, 62 mg (42%) of 4-oxo-8-[2-(N′-phenyl-hydrazino)-thiazol-4-yl]-4,5-dihydro-3H-pyrrolo[2,3-c]quinoline-1-ethyl carbo... Reactants: BrC=1C(=C(C(=CC1)F)CO)F ((3-bromo-2,6-difluoro-phenyl)-methanol), C(C)(C)(C)OC(=O)N1C[C@H](N(CC1)C(=O)Cl)CC ((R)-4-chlorocarbonyl-3-ethyl-piperazine-1-carboxylic acid tert-butyl ester). Product: BrC=1C(=C(COC(=O)N2[C@@H](CN(CC2)C(=O)OC(C)(C)C)CC)C(=CC1)F)F ((R)-2-Ethyl-piperazine-1,4-dicarboxylic acid 4-tert-butyl ester 1-(3-bromo-2,6-difluoro-benzyl) ester). Reaction SMILES: [Br:1][C:2]1[C:3]([F:11])=[C:4]([CH2:9][OH:10])[C:5]([F:8])=[CH:6][CH:7]=1.[C:12]([O:16][C:17]([N:19]1[CH2:24][CH2:23][N:22]([C:25](Cl)=[O:26])[C@H:21]([CH2:28][CH3:29])[CH2:20]1)=[O:18])([CH3:15])([CH3:14])[CH3:13]>>[Br:1][C:2]1[C:3]([F:11])=[C:4]([C:5]([F:8])=[CH:6][CH:7]=1)[CH2:9][O:10][C:25]([N:22]1[CH2:23][CH2:24][N:19]([C:17]([O:16][C:12]([CH3:14])([CH3:13])[CH3:15])=[O:18])[CH2:20][C@H:21]1[CH2:28][CH3:29])=[O:26]. Procedure details: The compound was prepared from (3-bromo-2,6-difluoro-phenyl)-methanol and (R)-4-chlorocarbonyl-3-ethyl-piperazine-1-carboxylic acid tert-butyl ester according to the procedures described in Example 121 and 54 to give the product as a colorless oil (9.22 g); MS (ISP): 480.3, 482.3 (M+H)+. The reactants are CCOC(=O)CC(C)=O, CC(C)(C)[O-], CC(C)(C)O, Fc1ccc(CCl)cc1, [K+], C1CCOC1, O. Yields the product CCOC(=O)C(Cc1ccc(F)cc1)C(C)=O. Reaction SMILES: [CH2:12]([CH3:13])[O:14][C:15]([CH2:16][C:17]([CH3:18])=[O:19])=[O:20].[CH3:1][C:2]([CH3:3])([O-:4])[CH3:5].[CH3:7][C:8]([OH:9])([CH3:10])[CH3:11].[Cl:21][CH2:22][c:23]1[cH:24][cH:25][c:26]([F:29])[cH:27][cH:28]1.[K+:6].[O:30]1[CH2:31][CH2:32][CH2:33][CH2:34]1.[OH2:35]>>[CH2:12]([CH3:13])[O:14][C:15]([CH:16]([C:17]([CH3:18])=[O:19])[CH2:22][c:23]1[cH:24][cH:25][c:26]([F:29])[cH:27][cH:28]1)=[O:20]. Reactants: ClC1=CC=C(C=C1)C(C1C(OC(OC1=O)(C)C)=O)C1=CNC2=C(C(=CC=C12)F)CSC (5-[(4-Chlorophenyl){6-fluoro-7-[(methylsulfanyl)methyl]-1H-indol-3-yl}methyl]-2,2-dimethyl-1,3-dioxane-4,6-dione). The reagents and catalysts are [Cu] (copper). Run in N1=CC=CC=C1 (pyridine), C(C)O (ethanol). The product is ClC1=CC=C(C=C1)C(CC(=O)OCC)C1=CNC2=C(C(=CC=C12)F)CSC (Ethyl 3-(4-chlorophenyl)-3-{6-fluoro-7-[(methylsulfanyl)methyl]-1H-indol-3-yl}propanoate). As a reaction SMILES: [Cl:1][C:2]1[CH:7]=[CH:6][C:5]([CH:8]([C:19]2[C:27]3[C:22](=[C:23]([CH2:29][S:30][CH3:31])[C:24]([F:28])=[CH:25][CH:26]=3)[NH:21][CH:20]=2)[CH:9]2C(=O)O[C:12](C)([CH3:16])[O:11][C:10]2=[O:18])=[CH:4][CH:3]=1>N1C=CC=CC=1.C(O)C.[Cu]>[Cl:1][C:2]1[CH:3]=[CH:4][C:5]([CH:8]([C:19]2[C:27]3[C:22](=[C:23]([CH2:29][S:30][CH3:31])[C:24]([F:28])=[CH:25][CH:26]=3)[NH:21][CH:20]=2)[CH2:9][C:10]([O:11][CH2:12][CH3:16])=[O:18])=[CH:6][CH:7]=1. Reported procedure: 23 mg (0.36 mmol) of copper powder were added to 3.31 g (7.16 mmol) of the compound from Example 21A in 13 ml of pyridine and 3 ml of ethanol. The reaction mixture was heated under reflux for 4 h and then the pyridine was removed in vacuo. The residue was taken up in ethyl acetate, silica gel was added, and the mixture was concentrated. The crude product-silica gel mixture was initially prepurified by flash chromatography (mobile phase: cyclohexane/ethyl acetate 5/1→3/1), and the product was aga...